This data is from the Open Reaction Database (ORD), a public repository of structured organic reaction records. The task is: describe an organic reaction: reactants, conditions, products, and yield Starting materials: C(=NC1CCCCC1)=NC1CCCCC1, Cc1cc(B2OC(C)(C)C(C)(C)O2)cc(C)c1O, Cc1c(C(=O)O)oc2ccccc12, CN(C)c1ccncc1, ClCCl, O. Yields the product Cc1cc(B2OC(C)(C)C(C)(C)O2)cc(C)c1OC(=O)c1oc2ccccc2c1C. As a reaction SMILES: [CH2:32]1[CH2:33][CH2:34][CH:35]([N:36]=[C:37]=[N:38][CH:39]2[CH2:40][CH2:41][CH2:42][CH2:43][CH2:44]2)[CH2:45][CH2:46]1.[CH3:14][c:15]1[c:16]([OH:31])[c:17]([CH3:30])[cH:18][c:19]([B:21]2[O:22][C:23]([CH3:28])([CH3:29])[C:24]([CH3:26])([CH3:27])[O:25]2)[cH:20]1.[CH3:1][c:2]1[c:3]([C:11](=[O:12])[OH:13])[o:4][c:5]2[c:6]1[cH:7][cH:8][cH:9][cH:10]2.[CH3:50][N:51]([CH3:52])[c:53]1[cH:54][cH:55][n:56][cH:57][cH:58]1.[Cl:47][CH2:48][Cl:49].[OH2:59]>>[CH3:1][c:2]1[c:3]([C:11]([O:12][c:16]2[c:15]([CH3:14])[cH:20][c:19]([B:21]3[O:22][C:23]([CH3:28])([CH3:29])[C:24]([CH3:26])([CH3:27])[O:25]3)[cH:18][c:17]2[CH3:30])=[O:13])[o:4][c:5]2[c:6]1[cH:7][cH:8][cH:9][cH:10]2.